The task is: describe an organic reaction: reactants, conditions, products, and yield. This data is from the Open Reaction Database (ORD), a public repository of structured organic reaction records. The reactants are [H-].[Na+] (sodium hydride), COC(=O)C1=CC2=CC=CC=C2C=C1O (Methyl-3-hydroxy-2-naphthoate), C(C#C)Br (propargyl bromide). The solvent is C1CCOC1 (THF). Reaction conditions: time 0.5 hour. The product is COC(=O)C1=CC2=CC=CC=C2C=C1OCC#C (Methyl-3-propargyloxy-2-naphthoate). Yield: 35.0%. RXN SMILES: [CH3:1][O:2][C:3]([C:5]1[C:14]([OH:15])=[CH:13][C:12]2[C:7](=[CH:8][CH:9]=[CH:10][CH:11]=2)[CH:6]=1)=[O:4].[H-].[Na+].[CH2:18](Br)[C:19]#[CH:20]>C1COCC1>[CH3:1][O:2][C:3]([C:5]1[C:14]([O:15][CH2:20][C:19]#[CH:18])=[CH:13][C:12]2[C:7](=[CH:8][CH:9]=[CH:10][CH:11]=2)[CH:6]=1)=[O:4] |f:1.2|. Procedure: Methyl-3-hydroxy-2-naphthoate (2.63 g, 0.013 mol) was dissolved in dry THF (80 ml) and treated with sodium hydride (80%) ((0.398 g, 0.013 mol), with stirring under N2. After 0.5 h, propargyl bromide (80% in toluene) (2.57 ml 0.017 mol) was added and the mixture heated to reflux. After 20 h, the reaction mixture was allowed to cool and then evaporated under reduced pressure. The residue was then evaporated under reduced pressure. The residue was then partitioned between EtOAc and water. The aqueo... The reactants are BrC=1C=C(C=CC1)C1(C[C@]2(CCN(C[C@@H]2CC1)CC)C1=CC(=CC=C1)OC)O ((±)-trans-6-(3-bromophenyl)-1,2,3,4,4a,5,6,7,8,8a-decahydro-2-ethyl-4a-(3-methoxyphenyl)-6-isoquinolinol), Cl (HCl). Product: [NH4+].[OH-] (NH4OH), BrC=1C=C(C=CC1)C=1C[C@]2(CCN(C[C@@H]2CC1)CC)C1=CC(=CC=C1)OC ((±)-trans-6-(3-Bromophenyl)-2-ethyl4a-(3-methoxyphenyl)-1,2,3,4,4a,5,8,8a-octahydroisoquinoline). The yield is 118.4%. RXN SMILES: [Br:1][C:2]1[CH:3]=[C:4]([C:8]2(O)[CH2:17][CH2:16][C@@H:15]3[C@:10]([C:20]4[CH:25]=[CH:24][CH:23]=[C:22]([O:26][CH3:27])[CH:21]=4)([CH2:11][CH2:12][N:13]([CH2:18][CH3:19])[CH2:14]3)[CH2:9]2)[CH:5]=[CH:6][CH:7]=1.Cl>>[NH4+:13].[OH-:26].[Br:1][C:2]1[CH:3]=[C:4]([C:8]2[CH2:9][C@:10]3([C:20]4[CH:25]=[CH:24][CH:23]=[C:22]([O:26][CH3:27])[CH:21]=4)[C@@H:15]([CH2:16][CH:17]=2)[CH2:14][N:13]([CH2:18][CH3:19])[CH2:12][CH2:11]3)[CH:5]=[CH:6][CH:7]=1 |f:2.3|. Reported procedure: The reaction was conducted as described in Example 2, using 0.44 g (0.99 mmol) of (±)-trans-6-(3-bromophenyl)-1,2,3,4,4a,5,6,7,8,8a-decahydro-2-ethyl-4a-(3-methoxyphenyl)-6-isoquinolinol and 15 ml of 37% HCl. The crude reaction mixture was purified by flash chromatography, eluting with a mixture CH2Cl2 /MeOH/conc. NH4OH 98:2:0.4 respectively, yielding 0.25 g of the title compound. Run in C(Cl)(Cl)Cl (chloroform), C(Cl)(Cl)Cl (chloroform). Starting materials: C1(CCCCC1)N=C=NC1CCCCC1 (dicyclohexylcarbodiimide), CNC (dimethylamine), C(C1=CC=CC=C1)OC(=O)N[C@@H](CC1=CC=CC=C1)C(=O)O (N-benzyloxycarbonyl-(L)-phenylalanine), ON1C(CCC1=O)=O (N-hydroxysuccinimide). Procedure: 20 mmoles (5.99 grams) of N-benzyloxycarbonyl-(L)-phenylalanine and 24 mmoles (2.76 grams) of N-hydroxysuccinimide are dissolved in 30 ml of chloroform and treated under ice cooling and stirring with 22 mmoles (4.34 grams) of dicyclohexylcarbodiimide dissolved in about 10 ml of chloroform. After 10 minutes stirring the mixture was cooled in an ice-salt bath to -10° C. and 20 mmoles (0.90 grams) of condensed, dry dimethylamine (boiling point +7° C.) added. Stirring was carried out for 24 hours, w... Product: CN(C([C@@H](NC(=O)OCC1=CC=CC=C1)CC1=CC=CC=C1)=O)C (Benzyloxycarbonyl-(L)-Phenylalanine Dimethylamide). RXN SMILES: [CH2:1]([O:8][C:9]([NH:11][C@H:12]([C:20]([OH:22])=O)[CH2:13][C:14]1[CH:19]=[CH:18][CH:17]=[CH:16][CH:15]=1)=[O:10])[C:2]1[CH:7]=[CH:6][CH:5]=[CH:4][CH:3]=1.O[N:24]1[C:28](=O)CC[C:25]1=O.C1(N=C=NC2CCCCC2)CCCCC1.CNC>C(Cl)(Cl)Cl>[CH3:25][N:24]([CH3:28])[C:20](=[O:22])[C@H:12]([CH2:13][C:14]1[CH:19]=[CH:18][CH:17]=[CH:16][CH:15]=1)[NH:11][C:9]([O:8][CH2:1][C:2]1[CH:7]=[CH:6][CH:5]=[CH:4][CH:3]=1)=[O:10]. Reaction conditions: temperature -10 celsius, time 10 minute. Reactants: C(C)(=O)OC1=CC=C(C=C1)OC (p-methoxyphenyl acetate), [N+](=O)(O)[O-] (HNO3), ice. Run in CC(=O)O (HOAc). Conditions: time 60 minute. Yields the product C(C)(=O)OC1=CC(=C(C=C1)OC)[N+](=O)[O-] (4-Methoxy-3-nitrophenyl acetate). As a reaction SMILES: [C:1]([O:4][C:5]1[CH:10]=[CH:9][C:8]([O:11][CH3:12])=[CH:7][CH:6]=1)(=[O:3])[CH3:2].[N+:13]([O-])([OH:15])=[O:14]>CC(O)=O>[C:1]([O:4][C:5]1[CH:10]=[CH:9][C:8]([O:11][CH3:12])=[C:7]([N+:13]([O-:15])=[O:14])[CH:6]=1)(=[O:3])[CH3:2]. Procedure: To a mixture of 270 g. (1.62 m.) of p-methoxyphenyl acetate (part A) and 772 ml. of HOAc was added dropwise 77.5 ml. of fuming HNO3 maintaining a temperature of 5° to 10°C. Stirring was continued for 60 minutes at 5° to 10°C following the addition, then the solution was poured into 6 liters of ice. The orange semi-solid was collected by filtration and washed with cold water. The crude product was recrystallized from 1000 ml. of ethanol to give 61 g., m.p. 93°-97°C. Starting materials: CN1C(=CC=C1C)C1=CC(=CC=C1)OCC1CO1 (1,5-dimethyl-2-[3-(2,3-epoxypropoxy)-phenyl]-pyrrole), NCCOC1=CC=C(C(C(=O)N)=C1)O (5-(2-aminoethoxy)-salicylamide), CO (methanol). Run in C(C)(C)O (isopropanol), C(C)(C)O (isopropanol). The product is C(N)(=O)C=1C=C(OCCNCC(COC2=CC(=CC=C2)C=2N(C(=CC2)C)C)O)C=CC1O (1-[2-(3-carbamoyl-4-hydroxyphenoxy)-ethylamino]-3-[3-(1,5-dimethylpyrrol-2-yl)-phenoxy]-2-propanol). Reaction SMILES: [CH3:1][N:2]1[C:6]([CH3:7])=[CH:5][CH:4]=[C:3]1[C:8]1[CH:13]=[CH:12][CH:11]=[C:10]([O:14][CH2:15][CH:16]2[O:18][CH2:17]2)[CH:9]=1.[NH2:19][CH2:20][CH2:21][O:22][C:23]1[CH:31]=[C:27]([C:28]([NH2:30])=[O:29])[C:26]([OH:32])=[CH:25][CH:24]=1.CO>C(O)(C)C>[C:28]([C:27]1[CH:31]=[C:23]([CH:24]=[CH:25][C:26]=1[OH:32])[O:22][CH2:21][CH2:20][NH:19][CH2:17][CH:16]([OH:18])[CH2:15][O:14][C:10]1[CH:11]=[CH:12][CH:13]=[C:8]([C:3]2[N:2]([CH3:1])[C:6]([CH3:7])=[CH:5][CH:4]=2)[CH:9]=1)(=[O:29])[NH2:30]. Procedure: Solutions of 5.0 g of crude 1,5-dimethyl-2-[3-(2,3-epoxypropoxy)-phenyl]-pyrrole in 15 ml of isopropanol and of 3.0 g of 5-(2-aminoethoxy)-salicylamide in 30 ml of isopropanol are combined and boiled under reflux for 2.5 hours. A portion of the precipitated reaction product is dissolved by the addition of 50 ml of methanol. The filtered solution is evaporated to dryness and the residue is recrystallised twice from ethyl acetate, yielding 1-[2-(3-carbamoyl-4-hydroxyphenoxy)-ethylamino]-3-[3-(1,5-... Starting materials: CC[C@@]1(C[C@@H]2C[C@@](C3=NC4=CC=CC=C4[C@]35[C@H]2N(C1)CC5)(C6=C(C=C7C(=C6)[C@]89CCN1[C@H]8[C@@](C=CC1)([C@H]([C@@]([C@@H]9N7C=O)(C(=O)OC)O)OC(=O)C)CC)OC)C(=O)OC)O (cyclovincristine), [BH4-].[Na+] (sodium borohydride), [OH-].[NH4+] (ammonium hydroxide). The solvent is C(C)(=O)O (acetic acid). Product: CC[C@@]1(C[C@@H]2C[C@@](C3=C(C=4C=CC=CC4N3)CCN(C2)C1)(C=5C=C6C(=CC5OC)N([C@@H]7[C@]68CCN9[C@H]8[C@@](C=CC9)([C@H]([C@@]7(C(=O)OC)O)OC(=O)C)CC)C=O)C(=O)OC)O (Vincristine). RXN SMILES: [CH3:1][CH2:2][C@@:3]1([OH:60])[CH2:19][N:18]2[CH2:20][CH2:21][C@@:16]34[C@@H:17]2[C@@H:5]([CH2:6][C@:7]([C:56]([O:58][CH3:59])=[O:57])([C:22]2[CH:27]=[C:26]5[C@@:28]67[C@@H:39]([N:40]([CH:41]=[O:42])[C:25]5=[CH:24][C:23]=2[O:54][CH3:55])[C@@:38]([OH:47])([C:43]([O:45][CH3:46])=[O:44])[C@H:37]([O:48][C:49]([CH3:51])=[O:50])[C@:33]2([CH2:52][CH3:53])[CH:34]=[CH:35][CH2:36][N:31]([C@H:32]62)[CH2:30][CH2:29]7)[C:8]3=[N:9][C:10]2[C:15]4=[CH:14][CH:13]=[CH:12][CH:11]=2)[CH2:4]1.[BH4-].[Na+].[OH-].[NH4+]>C(O)(=O)C>[CH3:1][CH2:2][C@@:3]1([OH:60])[CH2:19][N:18]2[CH2:17][C@@H:5]([CH2:6][C@:7]([C:56]([O:58][CH3:59])=[O:57])([C:22]3[CH:27]=[C:26]4[C@:28]56[C@@H:32]7[C@:33]([CH2:52][CH3:53])([C@@H:37]([O:48][C:49]([CH3:51])=[O:50])[C@:38]([OH:47])([C:43]([O:45][CH3:46])=[O:44])[C@@H:39]5[N:40]([CH:41]=[O:42])[C:25]4=[CH:24][C:23]=3[O:54][CH3:55])[CH:34]=[CH:35][CH2:36][N:31]7[CH2:30][CH2:29]6)[C:8]3[NH:9][C:10]4[CH:11]=[CH:12][CH:13]=[CH:14][C:15]=4[C:16]=3[CH2:21][CH2:20]2)[CH2:4]1 |f:1.2,3.4|. Reported procedure: To the solution of 53 mg (0.06 mmole) cyclovincristine in 5 ml abs. glacial acetic acid an excess of sodium borohydride (ca. 40 mg) is added in portions at ambient temperature. The reaction is controlled by TLC (Merck Kieselgel 60F254, Rf of starting material>Rf of product). When the reaction has been completed (ca. 2-3 hours at 25° C.), the solution is poured onto ice-water, rendered alkaline with concentrated aqueous ammonium hydroxide solution to pH 9, then extracted with 2×20 ml of dichlorom...